From a dataset of the Open Reaction Database (ORD), a public repository of structured organic reaction records. describe an organic reaction: reactants, conditions, products, and yield Reactants: ClCC=1N=CN2C1CN(C(C1=C2C=CC=C1)=O)C (3-(chloromethyl)-4,5-dihydro-5-methyl-6H-imidazo[1,5-a][1,4]benzodiazepin-6-one), [OH-].[Na+] (sodium hydroxide). The reagents and catalysts are [Pd] (palladium/carbon). The solvent is alcohol. Yields the product CC=1N=CN2C1CN(C(C1=C2C=CC=C1)=O)C (4,5-dihydro-3,5-dimethyl-6H-imidazo[1,5-a][1,4]benzodiazepin-6-one). Reaction SMILES: Cl[CH2:2][C:3]1[N:4]=[CH:5][N:6]2[C:12]3[CH:13]=[CH:14][CH:15]=[CH:16][C:11]=3[C:10](=[O:17])[N:9]([CH3:18])[CH2:8][C:7]=12.[OH-].[Na+]>[Pd]>[CH3:2][C:3]1[N:4]=[CH:5][N:6]2[C:12]3[CH:13]=[CH:14][CH:15]=[CH:16][C:11]=3[C:10](=[O:17])[N:9]([CH3:18])[CH2:8][C:7]=12 |f:1.2|. Reported procedure: 1.30 g (5 mmol) of 3-(chloromethyl)-4,5-dihydro-5-methyl-6H-imidazo[1,5-a][1,4]benzodiazepin-6-one and 200 mg (5 mmol) of sodium hydroxide are hydrogenated at room temperature and normal pressure in 20 ml of alcohol and in the presence of 100 mg of 10 percent palladium/carbon. The catalyst is removed, the solvent is evaporated and the residue is taken up in chloroform. The solution is washed with water, dried over magnesium sulphate and evaporated. There is obtained 4,5-dihydro-3,5-dimethyl-6H-i... Yields the product Cc1oc(-c2ccccc2)nc1COc1ccc(Cn2cc(CCC(=O)O)c(-c3ccccc3)c2)cc1. Starting materials: CCOC(=O)CCc1cn(Cc2ccc(OCc3nc(-c4ccccc4)oc3C)cc2)cc1-c1ccccc1, CCO, Cl, [Li+], C1CCOC1, [OH-], O, O. Reaction SMILES: [CH3:1][c:2]1[c:3]([CH2:13][O:14][c:15]2[cH:16][cH:17][c:18]([CH2:19][n:20]3[cH:21][c:22]([CH2:31][CH2:32][C:33](=[O:34])[O:35][CH2:36][CH3:37])[c:23](-[c:25]4[cH:26][cH:27][cH:28][cH:29][cH:30]4)[cH:24]3)[cH:38][cH:39]2)[n:4][c:5](-[c:7]2[cH:8][cH:9][cH:10][cH:11][cH:12]2)[o:6]1.[CH3:50][CH2:51][OH:52].[ClH:48].[Li+:42].[O:43]1[CH2:44][CH2:45][CH2:46][CH2:47]1.[OH-:41].[OH2:40].[OH2:49]>>[CH3:1][c:2]1[c:3]([CH2:13][O:14][c:15]2[cH:16][cH:17][c:18]([CH2:19][n:20]3[cH:21][c:22]([CH2:31][CH2:32][C:33](=[O:34])[OH:35])[c:23](-[c:25]4[cH:26][cH:27][cH:28][cH:29][cH:30]4)[cH:24]3)[cH:38][cH:39]2)[n:4][c:5](-[c:7]2[cH:8][cH:9][cH:10][cH:11][cH:12]2)[o:6]1. Starting materials: CCOC(=O)CCCOc1cc2c(cc1-c1ccc(C(F)(F)F)cc1)CCC2=O, CO, [K+], [OH-], O. Yields the product O=C(O)CCCOc1cc2c(cc1-c1ccc(C(F)(F)F)cc1)CCC2=O. RXN SMILES: [CH2:1]([CH3:2])[O:3][C:4]([CH2:5][CH2:6][CH2:7][O:8][c:9]1[cH:10][c:11]2[c:15]([cH:16][c:17]1-[c:18]1[cH:19][cH:20][c:21]([C:24]([F:25])([F:26])[F:27])[cH:22][cH:23]1)[CH2:14][CH2:13][C:12]2=[O:28])=[O:29].[CH3:32][OH:33].[K+:31].[OH-:30].[OH2:34]>>[O:3]=[C:4]([CH2:5][CH2:6][CH2:7][O:8][c:9]1[cH:10][c:11]2[c:15]([cH:16][c:17]1-[c:18]1[cH:19][cH:20][c:21]([C:24]([F:25])([F:26])[F:27])[cH:22][cH:23]1)[CH2:14][CH2:13][C:12]2=[O:28])[OH:29].